From a dataset of the Open Reaction Database (ORD), a public repository of structured organic reaction records. describe an organic reaction: reactants, conditions, products, and yield Starting materials: COc1cc(C#N)ccc1C1C(C(=O)OCCC#N)=C(C)Nc2cc(C)[nH]c(=O)c21, CCOC(OCC)OCC, O=S(=O)(O)O. The product is CCOc1nc(C)cc2c1C(c1ccc(C#N)cc1OC)C(C(=O)OCCC#N)=C(C)N2. As a reaction SMILES: [C:1](#[N:2])[c:3]1[cH:4][c:5]([O:29][CH3:30])[c:6]([CH:9]2[C:10]([C:22](=[O:23])[O:24][CH2:25][CH2:26][C:27]#[N:28])=[C:11]([CH3:21])[NH:12][c:13]3[cH:14][c:15]([CH3:20])[nH:16][c:17](=[O:19])[c:18]32)[cH:7][cH:8]1.[CH:36]([O:37][CH2:40][CH3:41])([O:42][CH2:43][CH3:44])[O:45][CH2:38][CH3:39].[S:31](=[O:32])(=[O:33])([OH:34])[OH:35]>>[C:1](#[N:2])[c:3]1[cH:4][c:5]([O:29][CH3:30])[c:6]([CH:9]2[C:10]([C:22](=[O:23])[O:24][CH2:25][CH2:26][C:27]#[N:28])=[C:11]([CH3:21])[NH:12][c:13]3[cH:14][c:15]([CH3:20])[n:16][c:17]([O:19][CH2:38][CH3:39])[c:18]32)[cH:7][cH:8]1. Reactants: ClC1=NC=CC=C1S(=O)(=O)NC (2-chloro-N-methyl-3-pyridinesulfonamide), N1CCNCC1 (piperazine), C(C)(C)N(C(C)C)CC (N,N-diisopropylethylamine). Yields the product CNS(=O)(=O)C=1C(=NC=CC1)N1CCNCC1 (2-Piperazin-1-yl-pyridine-3-sulfonic acid methylamide). Reaction SMILES: Cl[C:2]1[C:7]([S:8]([NH:11][CH3:12])(=[O:10])=[O:9])=[CH:6][CH:5]=[CH:4][N:3]=1.[NH:13]1[CH2:18][CH2:17][NH:16][CH2:15][CH2:14]1.C(N(CC)C(C)C)(C)C>>[CH3:12][NH:11][S:8]([C:7]1[C:2]([N:13]2[CH2:18][CH2:17][NH:16][CH2:15][CH2:14]2)=[N:3][CH:4]=[CH:5][CH:6]=1)(=[O:10])=[O:9]. Reported procedure: A mixture of 2-chloro-N-methyl-3-pyridinesulfonamide (1 g, 4.8 mmol, Specs), piperazine (0.43 g, 5 mmol) and N,N-diisopropylethylamine (1 mL, 5.8 mmol, Aldrich) was reacted under the conditions of Example 41a to give the title compound as a white amorphous solid. MS (ESI, pos. ion) m/z: 257 (M+1). The product is Nc1cccc(N(C(F)(F)F)C(F)(F)F)c1. RXN SMILES: [CH3:21][c:22]1[cH:23][cH:24][cH:25][cH:26][cH:27]1.[Cl:1][c:2]1[c:3]([NH2:17])[cH:4][c:5]([N:8]([C:9]([F:10])([F:11])[F:12])[C:13]([F:14])([F:15])[F:16])[cH:6][cH:7]1.[Na+:20].[OH-:19].[OH2:18]>>[cH:2]1[c:3]([NH2:17])[cH:4][c:5]([N:8]([C:9]([F:10])([F:11])[F:12])[C:13]([F:14])([F:15])[F:16])[cH:6][cH:7]1. Reactants: Cc1ccccc1, Nc1cc(N(C(F)(F)F)C(F)(F)F)ccc1Cl, [Na+], [OH-], O. Starting materials: BrCc1ccccc1, CCO, CC[O-], CNc1nnc(S)s1, [Na+]. The product is CNc1nnc(SCc2ccccc2)s1. Reaction SMILES: [Br:13][CH2:14][c:15]1[cH:16][cH:17][cH:18][cH:19][cH:20]1.[CH3:21][CH2:22][OH:23].[CH3:2][CH2:3][O-:4].[CH3:5][NH:6][c:7]1[s:8][c:9]([SH:12])[n:10][n:11]1.[Na+:1]>>[CH3:5][NH:6][c:7]1[s:8][c:9]([S:12][CH2:14][c:15]2[cH:16][cH:17][cH:18][cH:19][cH:20]2)[n:10][n:11]1. The yield is 72.0%. Yields the product FC1=C(C=CC=C1)NC(=O)C1=CNC=2CCCC3=C(C12)N=CN=C3 (3,4,5,6-tetrahydro-3,8,10-triaza-benzo[e]azulene-1-carboxylic acid (2-fluoro-phenyl)-amide). Reactants: FC1=C(N)C=CC=C1 (2-fluoroaniline), O (H2O), C[Al](C)C (AlMe3), C(C)OC(=O)C1=CNC=2CCCC3=C(C12)N=CN=C3 (3,4,5,6-tetrahydro-3,8,10-triaza-benzo[e]azulene-1-carboxylic acid ethyl ester). Reaction conditions: time 1 hour. Run in C(Cl)Cl (CH2Cl2), [NH4+].[Cl-] (NH4Cl). Reported procedure: To a solution of 2-fluoroaniline (108 mg, 0.972 mmol) in CH2Cl2 (2.0 mL) at 0° C. under N2 is slowly added AlMe3 (0.49 mL, 2.0 M in toluene). The resulting solution is stirred at room temperature for 1 h. Next, 3,4,5,6-tetrahydro-3,8,10-triaza-benzo[e]azulene-1-carboxylic acid ethyl ester (50 mg, 0.194 mmol) is added in one portion. The resulting mixture is then stirred at reflux for 2 h. After cooling, the reaction mixture is carefully diluted with saturated aq NH4Cl (˜5 mL) and some H2O. The m... Reaction SMILES: [F:1][C:2]1[CH:8]=[CH:7][CH:6]=[CH:5][C:3]=1[NH2:4].C[Al](C)C.C([O:15][C:16]([C:18]1[C:27]2[C:26]3[N:28]=[CH:29][N:30]=[CH:31][C:25]=3[CH2:24][CH2:23][CH2:22][C:21]=2[NH:20][CH:19]=1)=O)C.O>C(Cl)Cl.[NH4+].[Cl-]>[F:1][C:2]1[CH:8]=[CH:7][CH:6]=[CH:5][C:3]=1[NH:4][C:16]([C:18]1[C:27]2[C:26]3[N:28]=[CH:29][N:30]=[CH:31][C:25]=3[CH2:24][CH2:23][CH2:22][C:21]=2[NH:20][CH:19]=1)=[O:15] |f:5.6|. The reactants are FC1(CC[C@@H]([C@H](C1)OC1=CC(=C(C=C1)S(=O)(=O)N(C1=NC=NC=C1)CC1=C(C=C(C=C1)OC)OC)F)C=1C=NN(C1)COC)F (4-({(1S*,2R*)-5,5-difluoro-2-[1-(methoxymethyl)-1H-pyrazol-4-yl]cyclohexyl}oxy)-N-(2,4-dimethoxybenzyl)-2-fluoro-N-(pyrimidin-4-yl)benzenesulfonamide), C(C)[SiH](CC)CC (triethylsilane). Run in ClCCl (dichloromethane), FC(C(=O)O)(F)F (trifluoroacetic acid). Conditions: time 2 hour. Product: FC1(CC[C@@H]([C@H](C1)OC1=CC(=C(C=C1)S(=O)(=O)NC1=NC=NC=C1)F)C=1C=NNC1)F (4-{[(1S*,2R*)-5,5-Difluoro-2-(1H-pyrazol-4-yl)cyclohexyl]oxy}-2-fluoro-N-(pyrimidin-4-yl)benzenesulfonamide). Yield: 46.4%. RXN SMILES: [F:1][C:2]1([F:45])[CH2:7][C@H:6]([O:8][C:9]2[CH:14]=[CH:13][C:12]([S:15]([N:18](CC3C=CC(OC)=CC=3OC)[C:19]3[CH:24]=[CH:23][N:22]=[CH:21][N:20]=3)(=[O:17])=[O:16])=[C:11]([F:36])[CH:10]=2)[C@@H:5]([C:37]2[CH:38]=[N:39][N:40](COC)[CH:41]=2)[CH2:4][CH2:3]1.C([SiH](CC)CC)C>ClCCl.FC(F)(F)C(O)=O>[F:45][C:2]1([F:1])[CH2:7][C@H:6]([O:8][C:9]2[CH:14]=[CH:13][C:12]([S:15]([NH:18][C:19]3[CH:24]=[CH:23][N:22]=[CH:21][N:20]=3)(=[O:16])=[O:17])=[C:11]([F:36])[CH:10]=2)[C@@H:5]([C:37]2[CH:41]=[N:40][NH:39][CH:38]=2)[CH2:4][CH2:3]1. Procedure details: To a solution of the 4-({(1S*,2R*)-5,5-difluoro-2-[1-(methoxymethyl)-1H-pyrazol-4-yl]cyclohexyl}oxy)-N-(2,4-dimethoxybenzyl)-2-fluoro-N-(pyrimidin-4-yl)benzenesulfonamide (0.12 g, 0.19 mmol) prepared in Example 147d and triethylsilane (0.15 mL) in dichloromethane (4.0 mL), trifluoroacetic acid (3.0 mL) was added at room temperature, and the reaction solution was stirred for 2 hours. The reaction solution was concentrated, then ethanol (1.0 mL) and 2 M hydrochloric acid (4.0 mL) were added to the... The reactants are C#Cc1cccc(NC(=O)OC(C)(C)C)c1, CC#N, [Cu]I, FC(F)Oc1ccc(I)cc1, Cl[Pd]Cl, c1ccc(P(c2ccccc2)c2ccccc2)cc1, c1ccc(P(c2ccccc2)c2ccccc2)cc1. Yields the product CC(C)(C)OC(=O)Nc1cccc(C#Cc2ccc(OC(F)F)cc2)c1. As a reaction SMILES: [C:1]([CH3:2])([CH3:3])([CH3:4])[O:5][C:6]([NH:7][c:8]1[cH:9][c:10]([C:14]#[CH:15])[cH:11][cH:12][cH:13]1)=[O:16].[CH3:71][C:72]#[N:73].[Cu:28][I:29].[F:17][CH:18]([O:19][c:20]1[cH:21][cH:22][c:23]([I:26])[cH:24][cH:25]1)[F:27].[Pd:30]([Cl:31])[Cl:32].[c:33]1([P:34]([c:35]2[cH:36][cH:37][cH:38][cH:39][cH:40]2)[c:41]2[cH:42][cH:43][cH:44][cH:45][cH:46]2)[cH:47][cH:48][cH:49][cH:50][cH:51]1.[c:52]1([P:53]([c:54]2[cH:55][cH:56][cH:57][cH:58][cH:59]2)[c:60]2[cH:61][cH:62][cH:63][cH:64][cH:65]2)[cH:66][cH:67][cH:68][cH:69][cH:70]1>>[C:1]([CH3:2])([CH3:3])([CH3:4])[O:5][C:6]([NH:7][c:8]1[cH:9][c:10]([C:14]#[C:15][c:23]2[cH:22][cH:21][c:20]([O:19][CH:18]([F:17])[F:27])[cH:25][cH:24]2)[cH:11][cH:12][cH:13]1)=[O:16]. The reactants are COc1cccc(C=O)c1, CCO, C#CCOc1ccc2c(C)cc(=O)oc2c1C(C)=O, [K+], [OH-], O. Yields the product C#CCOc1ccc2c(C)cc(=O)oc2c1C(=O)C=Cc1cccc(OC)c1. RXN SMILES: [CH3:22][O:23][c:24]1[cH:25][c:26]([CH:27]=[O:28])[cH:29][cH:30][cH:31]1.[CH3:32][CH2:33][OH:34].[CH3:3][c:4]1[cH:5][c:6](=[O:21])[o:7][c:8]2[c:9]([C:18]([CH3:19])=[O:20])[c:10]([O:14][CH2:15][C:16]#[CH:17])[cH:11][cH:12][c:13]12.[K+:2].[OH-:1].[OH2:35]>>[CH3:3][c:4]1[cH:5][c:6](=[O:21])[o:7][c:8]2[c:9]([C:18]([CH:19]=[CH:27][c:26]3[cH:25][c:24]([O:23][CH3:22])[cH:31][cH:30][cH:29]3)=[O:20])[c:10]([O:14][CH2:15][C:16]#[CH:17])[cH:11][cH:12][c:13]12. Yields the product ClC=1C=C2NC(C(=NC2=CC1Br)C(=O)OCC)=O (ethyl 6-chloro-7-bromo-3,4-dihydro-3-oxo-2-quinoxaline carboxylate). Starting materials: ClC=1C=C2NC(C(=[N+](C2=CC1Br)[O-])C(=O)OCC)=O (ethyl 6-chloro-7-bromo-3,4-dihydro-3-oxo-2-quinoxaline carboxylate N-oxide), P(Cl)(Cl)Cl (phosphorus trichloride), ice water. The solvent is C1CCOC1 (THF). RXN SMILES: [Cl:1][C:2]1[CH:3]=[C:4]2[C:9](=[CH:10][C:11]=1[Br:12])[N+:8]([O-])=[C:7]([C:14]([O:16][CH2:17][CH3:18])=[O:15])[C:6](=[O:19])[NH:5]2.P(Cl)(Cl)Cl>C1COCC1>[Cl:1][C:2]1[CH:3]=[C:4]2[C:9](=[CH:10][C:11]=1[Br:12])[N:8]=[C:7]([C:14]([O:16][CH2:17][CH3:18])=[O:15])[C:6](=[O:19])[NH:5]2. Reported procedure: One gram of ethyl 6-chloro-7-bromo-3,4-dihydro-3-oxo-2-quinoxaline carboxylate N-oxide was dissolved in 50 ml. of THF. Six ml. of phosphorus trichloride were added and the resulting mixture heated gently at refluxing temperature overnight. The reaction mixture was poured into 500 ml. of an ice-water mixture. A solid, comprising ethyl 6-chloro-7-bromo-3,4-dihydro-3-oxo-2-quinoxaline carboxylate formed in the above reaction, was separated by filtration; melting point=203°-205° C.; yield=0.6 g.